From a dataset of the Open Reaction Database (ORD), a public repository of structured organic reaction records. describe an organic reaction: reactants, conditions, products, and yield Reactants: FC1=C(C=CC(=C1)S(=O)(=O)C)C1=CC=C(C=N1)OCC1CCN(CC1)C(=O)OC(C)(C)C (1,1-dimethylethyl 4-[({6-[2-fluoro-4-(methylsulfonyl)phenyl]-3-pyridinyl}oxy)methyl]-1-piperidinecarboxylate), C(=O)(C(F)(F)F)O (TFA), C(Cl)Cl (CH2Cl2), methyl oxalyl chloride. Run at time 8 hour. Product: FC1=C(C=CC(=C1)S(=O)(=O)C)C1=CC=C(C=N1)OCC1CCN(CC1)C(C(=O)OC)=O (Methyl {4-[({6-[2-fluoro-4-(methylsulfonyl)phenyl]-3-pyridinyl}oxy)methyl]-1-piperidinyl}(oxo)acetate). Yield: 77.0%. As a reaction SMILES: [F:1][C:2]1[CH:7]=[C:6]([S:8]([CH3:11])(=[O:10])=[O:9])[CH:5]=[CH:4][C:3]=1[C:12]1[N:17]=[CH:16][C:15]([O:18][CH2:19][CH:20]2[CH2:25][CH2:24][N:23]([C:26](OC(C)(C)C)=[O:27])[CH2:22][CH2:21]2)=[CH:14][CH:13]=1.[C:33]([OH:39])(C(F)(F)F)=[O:34].[CH2:40](Cl)Cl>>[F:1][C:2]1[CH:7]=[C:6]([S:8]([CH3:11])(=[O:9])=[O:10])[CH:5]=[CH:4][C:3]=1[C:12]1[N:17]=[CH:16][C:15]([O:18][CH2:19][CH:20]2[CH2:25][CH2:24][N:23]([C:26](=[O:27])[C:33]([O:39][CH3:40])=[O:34])[CH2:22][CH2:21]2)=[CH:14][CH:13]=1. Procedure: A solution of 1,1-dimethylethyl 4-[({6-[2-fluoro-4-(methylsulfonyl)phenyl]-3-pyridinyl}oxy)methyl]-1-piperidinecarboxylate (0.15 g, 0.32 mmol) in CH2Cl2 (10 mL) was treated with TFA (0.3 mL). The mixture was stirred at ambient temperature overnight. CH2Cl2 and excess of TFA were removed under reduced pressure. The residue was redissolved in CH2Cl2 (5 mL) and cooled in an ice bath. Diisopropylethylamine (1.5 mL) was added, followed by addition of methyl oxalyl chloride (34 μL, 0.36 mmol). The rea... Reactants: C([O-])([O-])=O.[Li+].[Li+] (lithium carbonate), C[C@@H]1NCC[C@@]1(O)C=C ((2S,3R)-2-methyl-3-vinylpyrrolidin-3-ol), FC1=C(C#N)C=CC(=C1)F (2,4-difluorobenzonitrile). Yields the product FC1=C(C#N)C=CC(=C1)N1[C@H]([C@@](CC1)(C=C)O)C (2-fluoro-4-[(2S,3R)-3-hydroxy-2-methyl-3-vinylpyrrolidin-1-yl]benzonitrile), solid. Isolated yield 50.0%. RXN SMILES: [CH3:1][C@H:2]1[C@@:6]([CH:8]=[CH2:9])([OH:7])[CH2:5][CH2:4][NH:3]1.[F:10][C:11]1[CH:18]=[C:17](F)[CH:16]=[CH:15][C:12]=1[C:13]#[N:14].C(=O)([O-])[O-].[Li+].[Li+]>>[F:10][C:11]1[CH:18]=[C:17]([N:3]2[CH2:4][CH2:5][C@@:6]([OH:7])([CH:8]=[CH2:9])[C@@H:2]2[CH3:1])[CH:16]=[CH:15][C:12]=1[C:13]#[N:14] |f:2.3.4|. Reported procedure: By an operation in the same manner as in Example 1 and using (2S,3R)-2-methyl-3-vinylpyrrolidin-3-ol (554 mg), 2,4-difluorobenzonitrile (300 mg) and lithium carbonate (350 mg), the title compound was obtained as a colorless solid (yield: 177 mg, yield: 50%).